From a dataset of the Open Reaction Database (ORD), a public repository of structured organic reaction records. describe an organic reaction: reactants, conditions, products, and yield Starting materials: C(C)(C)(C)OC(=O)N1CCC(CC1)=O (4-oxo-piperidine-1-carboxylic acid tert-butyl ester), ClC1=C(C=CC(=C1)Cl)N1N=C(N=C1C)N (1-(2,4-dichloro-phenyl)-5-methyl-1H-[1,2,4]triazol-3-ylamine). As a reaction SMILES: [C:1]([O:5][C:6]([N:8]1[CH2:13][CH2:12][C:11](=O)[CH2:10][CH2:9]1)=[O:7])([CH3:4])([CH3:3])[CH3:2].[Cl:15][C:16]1[CH:21]=[C:20]([Cl:22])[CH:19]=[CH:18][C:17]=1[N:23]1[C:27]([CH3:28])=[N:26][C:25]([NH2:29])=[N:24]1>>[C:1]([O:5][C:6]([N:8]1[CH2:13][CH2:12][CH:11]([NH:29][C:25]2[N:26]=[C:27]([CH3:28])[N:23]([C:17]3[CH:18]=[CH:19][C:20]([Cl:22])=[CH:21][C:16]=3[Cl:15])[N:24]=2)[CH2:10][CH2:9]1)=[O:7])([CH3:4])([CH3:3])[CH3:2]. Yield: 34.0%. Reported procedure: Prepared in analogy to example 1 step h) starting from 4-oxo-piperidine-1-carboxylic acid tert-butyl ester and 1-(2,4-dichloro-phenyl)-5-methyl-1H-[1,2,4]triazol-3-ylamine. The title compound was obtained as a light yellow solid (yield=34%). Yields the product C(C)(C)(C)OC(=O)N1CCC(CC1)NC1=NN(C(=N1)C)C1=C(C=C(C=C1)Cl)Cl (4-[1-(2,4-Dichloro-phenyl)-5-methyl-1H-[1,2,4]triazol-3-ylamino]-piperidine-1-carboxylic acid tert-butyl ester), solid. The reactants are CCO, COC(OC)c1ccc(C=CC(=O)O)cc1, Nc1ccc(-c2ccc(Cl)cc2)cc1, ClCCl. Product: COC(OC)c1ccc(C=CC(=O)Nc2ccc(-c3ccc(Cl)cc3)cc2)cc1. As a reaction SMILES: [CH2:31]([OH:32])[CH3:33].[CH3:1][O:2][CH:3]([c:4]1[cH:5][cH:6][c:7]([CH:10]=[CH:11][C:12](=[O:13])[OH:14])[cH:8][cH:9]1)[O:15][CH3:16].[Cl:17][c:18]1[cH:19][cH:20][c:21](-[c:24]2[cH:25][cH:26][c:27]([NH2:30])[cH:28][cH:29]2)[cH:22][cH:23]1.[Cl:34][CH2:35][Cl:36]>>[CH3:1][O:2][CH:3]([c:4]1[cH:5][cH:6][c:7]([CH:10]=[CH:11][C:12](=[O:14])[NH:30][c:27]2[cH:26][cH:25][c:24](-[c:21]3[cH:20][cH:19][c:18]([Cl:17])[cH:23][cH:22]3)[cH:29][cH:28]2)[cH:8][cH:9]1)[O:15][CH3:16]. The reactants are C1(CC(C=C1)=O)=O (4-cyclopentene-1,3-dione), CC=1OC=CC1 (2-methylfuran). Run in CO (Methanol). Reaction conditions: time 3 day. Product: CC12C3C(CC(C3C(C=C1)O2)=O)=O (1-methyl-10-oxa-tricyclo[5.2.1.0*2,6*]dec-8-ene-3,5-dione). As a reaction SMILES: [C:1]1(=[O:7])[CH:5]=[CH:4][C:3](=[O:6])[CH2:2]1.[CH3:8][C:9]1[O:10][CH:11]=[CH:12][CH:13]=1>CO>[CH3:8][C:9]12[O:10][CH:11]([CH:12]=[CH:13]1)[CH:4]1[CH:5]2[C:1](=[O:7])[CH2:2][C:3]1=[O:6]. Reported procedure: A mixture of 4-cyclopentene-1,3-dione (10 g, 104 mmol) and 2-methylfuran (15 ml) are stirred at room temperature for 3 days. Methanol (50 ml) is then added and the solid is collected and dried on a Buchner funnel to give 1-methyl-10-oxa-tricyclo[5.2.1.0*2,6*]dec-8-ene-3,5-dione (14.3 g) Starting materials: FC(COC1=C(C=C(C=C1)OCC(F)(F)F)NC(=O)N(CC1N(CCC1)C)CC)(F)F (N-[2,5-bis(2,2,2-trifluoroethoxy)phenyl]-N'-ethyl-N'-[(1-methylpyrrolidin-2-yl)methyl]urea), C(\C=C\C(=O)O)(=O)O (fumaric acid). Solvent: C(C)OCC (diethyl ether), CCOCC (ether). Yields the product C(\C=C\C(=O)O)(=O)O.FC(COC1=C(C=C(C=C1)OCC(F)(F)F)NC(=O)N(CC1N(CCC1)C)CC)(F)F (N-[2,5-bis(2,2,2-trifluoroethoxy)phenyl]-N'-ethyl-N'-[(1-methylpyrrolidin-2-yl)methyl]urea fumarate). Reaction SMILES: [F:1][C:2]([F:31])([F:30])[CH2:3][O:4][C:5]1[CH:10]=[CH:9][C:8]([O:11][CH2:12][C:13]([F:16])([F:15])[F:14])=[CH:7][C:6]=1[NH:17][C:18]([N:20]([CH2:28][CH3:29])[CH2:21][CH:22]1[CH2:26][CH2:25][CH2:24][N:23]1[CH3:27])=[O:19].[C:32]([OH:39])(=[O:38])/[CH:33]=[CH:34]/[C:35]([OH:37])=[O:36]>C(OCC)C>[C:32]([OH:39])(=[O:38])/[CH:33]=[CH:34]/[C:35]([OH:37])=[O:36].[F:31][C:2]([F:1])([F:30])[CH2:3][O:4][C:5]1[CH:10]=[CH:9][C:8]([O:11][CH2:12][C:13]([F:15])([F:16])[F:14])=[CH:7][C:6]=1[NH:17][C:18]([N:20]([CH2:28][CH3:29])[CH2:21][CH:22]1[CH2:26][CH2:25][CH2:24][N:23]1[CH3:27])=[O:19] |f:3.4|. Procedure: A sample of N-[2,5-bis(2,2,2-trifluoroethoxy)phenyl]-N'-ethyl-N'-[(1-methylpyrrolidin-2-yl)methyl]urea is dissolved in diethyl ether and treated with an ether solution of an equimolar amount of fumaric acid to provide a solid which is separated by filtration. The product is recrystallized from ethyl acetate to provide N-[2,5-bis(2,2,2-trifluoroethoxy)phenyl]-N'-ethyl-N'-[(1-methylpyrrolidin-2-yl)methyl]urea fumarate, m.p. 138° C. (dec.). Starting materials: C(C)(C)(C)OC1=CC=C(C=C1)B(O)O (4-tert-butoxybenzeneboronic acid), BrC=1C=C(C=CC1)OC (3-bromoanisole), C(C)(=O)OCC (ethyl acetate). Reagents/catalysts: C=1C=CC(=CC1)[P](C=2C=CC=CC2)(C=3C=CC=CC3)[Pd]([P](C=4C=CC=CC4)(C=5C=CC=CC5)C=6C=CC=CC6)([P](C=7C=CC=CC7)(C=8C=CC=CC8)C=9C=CC=CC9)[P](C=1C=CC=CC1)(C=1C=CC=CC1)C=1C=CC=CC1 (tetrakis(triphenylphosphine)palladium(0)). The solvent is C1(=CC=CC=C1)C (toluene), C(C)O (ethanol), C([O-])([O-])=O.[Na+].[Na+] (sodium carbonate), [Cl-].[Na+].O (brine). Yields the product C(C)(C)(C)OC1=CC=C(C=C1)C1=CC(=CC=C1)OC (4-tert-butoxy-3'-methoxybiphenyl). Yield: 101.2%. Reaction SMILES: [C:1]([O:5][C:6]1[CH:11]=[CH:10][C:9](B(O)O)=[CH:8][CH:7]=1)([CH3:4])([CH3:3])[CH3:2].Br[C:16]1[CH:17]=[C:18]([O:22][CH3:23])[CH:19]=[CH:20][CH:21]=1.C(OCC)(=O)C>C1(C)C=CC=CC=1.C(O)C.C(=O)([O-])[O-].[Na+].[Na+].[Cl-].[Na+].O.C1C=CC([P]([Pd]([P](C2C=CC=CC=2)(C2C=CC=CC=2)C2C=CC=CC=2)([P](C2C=CC=CC=2)(C2C=CC=CC=2)C2C=CC=CC=2)[P](C2C=CC=CC=2)(C2C=CC=CC=2)C2C=CC=CC=2)(C2C=CC=CC=2)C2C=CC=CC=2)=CC=1>[C:1]([O:5][C:6]1[CH:11]=[CH:10][C:9]([C:16]2[CH:21]=[CH:20][CH:19]=[C:18]([O:22][CH3:23])[CH:17]=2)=[CH:8][CH:7]=1)([CH3:4])([CH3:3])[CH3:2] |f:5.6.7,8.9.10,^1:52,54,73,92|. Procedure: A solution of 4-tert-butoxybenzeneboronic acid (0.50 g), 3-bromoanisole (0.44 g), and tetrakis(triphenylphosphine)palladium(0) (0.09 g) in toluene (5 ml), ethanol(1.2 ml) and aqueous sodium carbonate (2 M, 2.4 ml) was heated at 100° C. for 19 hours. After cooling the reaction mixture was added to brine (50 ml) and ethyl acetate (50 ml). The organic layer was separated and dried over anhydrous magnesium sulfate. The solution was then filtered and concentrated under reduced pressure. The residue w... The reactants are ClC1=CC=C(C=C1)C1(CCN(CC1)C([C@@H](C(C)C)NC(=O)C=1C=C(C(=O)O)C=CC1)=O)O ((R)-3-(1-(4-(4-Chlorophenyl)-4-hydroxypiperidin-1-yl)-3-methyl-1-oxobutan-2-ylcarbamoyl)benzoic acid), C=1C=CC2=C(C1)N=NN2O (HOBT), C(CCl)Cl (EDC), Cl.C(C)(=O)ONCC (ethylamino acetate hydrochloride), CCN(C(C)C)C(C)C (DIPEA). The solvent is C(Cl)(Cl)Cl (chloroform). Product: ClC1=CC=C(C=C1)[C@@]1(C(CN(CC1)C([C@@H](C(C)C)NC(=O)C=1C=C(C(=O)NCC(=O)OCC)C=CC1)=O)(C)C)O (Ethyl 2-(3-((R)-1-((S)-4-(4-Chlorophenyl)-4-hydroxy-3,3-dimethylpiperidin-1-yl)-3-methyl-1-oxobutan-2-ylcarbamoyl)benzamido)acetate). RXN SMILES: ClC1C=[CH:6][C:5]([C:8]2([OH:32])[CH2:13][CH2:12][N:11]([C:14](=[O:31])[C@H:15]([NH:19][C:20]([C:22]3[CH:23]=[C:24]([CH:28]=[CH:29][CH:30]=3)[C:25](O)=[O:26])=[O:21])[CH:16]([CH3:18])[CH3:17])[CH2:10]C2)=[CH:4]C=1.[CH:33]1[CH:34]=[CH:35][C:36]2N(O)N=N[C:37]=2[CH:38]=1.[CH2:43](Cl)[CH2:44]Cl.[ClH:47].[C:48]([O:51]NCC)(=[O:50])[CH3:49].CC[N:57](C(C)C)C(C)C>C(Cl)(Cl)Cl>[Cl:47][C:33]1[CH:34]=[CH:35][C:36]([C@@:8]2([OH:32])[CH2:13][CH2:12][N:11]([C:14](=[O:31])[C@H:15]([NH:19][C:20]([C:22]3[CH:23]=[C:24]([CH:28]=[CH:29][CH:30]=3)[C:25]([NH:57][CH2:49][C:48]([O:51][CH2:43][CH3:44])=[O:50])=[O:26])=[O:21])[CH:16]([CH3:17])[CH3:18])[CH2:10][C:5]2([CH3:4])[CH3:6])=[CH:37][CH:38]=1 |f:3.4|. Procedure details: (R)-3-(1-(4-(4-Chlorophenyl)-4-hydroxypiperidin-1-yl)-3-methyl-1-oxobutan-2-ylcarbamoyl)benzoic acid (30.5 mg, 0.06 mmol)), chloroform (1 mL), HOBT (9 mg, 0.06 mmol), EDC (20 mg, 0.13 mmol), ethylamino acetate hydrochloride, and DIPEA (32 mg, 0.25 mmol) was stirred at rt for 18 h. The product was purified directly via preparative reverse-phase HPLC. Reactants: OC=1C(C=C(OC1C1=CC=C(C=C1)OC)C(=O)OCC)=O (ethyl 5-hydroxy-6-(4-methoxyphenyl)-4-oxo-4H-pyran-2-carboxylate), Cl (hydrochloric acid). Solvent: O1CCOCC1 (dioxan). The product is OC=1C(C=C(OC1C1=CC=C(C=C1)OC)C(=O)O)=O (5-Hydroxy-6-(4-methoxyphenyl)-4-oxo-4H-pyran-2-carboxylic acid). RXN SMILES: [OH:1][C:2]1[C:3](=[O:21])[CH:4]=[C:5]([C:16]([O:18]CC)=[O:17])[O:6][C:7]=1[C:8]1[CH:13]=[CH:12][C:11]([O:14][CH3:15])=[CH:10][CH:9]=1.Cl>O1CCOCC1>[OH:1][C:2]1[C:3](=[O:21])[CH:4]=[C:5]([C:16]([OH:18])=[O:17])[O:6][C:7]=1[C:8]1[CH:9]=[CH:10][C:11]([O:14][CH3:15])=[CH:12][CH:13]=1. Procedure: A solution of ethyl 5-hydroxy-6-(4-methoxyphenyl)-4-oxo-4H-pyran-2-carboxylate (2.6 g), prepared as described in Example 47, in dioxan (30 ml) and concentrated hydrochloric acid (20 ml) was heated on a steam bath for 2 hours. The solid product was recrystallised from ethanol to give the title product (mp 258°-260° C. with decomposition). Reactants: BrC1=CC=CC2=CC=CC=C12 (1-bromonaphthalene), C1=CC=CC=2C3=CC=CC=C3NC12 (carbazole), C([O-])([O-])=O.[K+].[K+] (potassium carbonate), BrC1=CC=CC2=CC=CC=C12 (1-bromonaphthalene), C1COCCOCCOCCOCCOCCO1 (18-crown-6-ether), Cl (hydrochloric acid), BrC1=CC=CC2=CC=CC=C12 (1-bromonaphthalene). Reagents/catalysts: [Cu](I)I (copper iodide), [Cu](I)I (copper iodide), C1COCCOCCOCCOCCOCCO1 (18-crown-6-ether). Solvent: C1(=CC=CC=C1)C (toluene), CN1C(N(CCC1)C)=O (1,3-dimethyl-3,4,5,6-tetrahydro-2(1H)-pyrimidinone). Reaction conditions: temperature 170 celsius, time 6 hour. The product is C1(=CC=CC2=CC=CC=C12)N1C2=CC=CC=C2C=2C=CC=CC12 (9-(1-naphthyl)carbazole). Yield: 75.0%. Reaction SMILES: Br[C:2]1[C:11]2[C:6](=[CH:7][CH:8]=[CH:9][CH:10]=2)[CH:5]=[CH:4][CH:3]=1.[CH:12]1[C:24]2[NH:23][C:22]3[C:17](=[CH:18][CH:19]=[CH:20][CH:21]=3)[C:16]=2[CH:15]=[CH:14][CH:13]=1.C(=O)([O-])[O-].[K+].[K+].C1OCCOCCOCCOCCOCCOC1.Cl>[Cu](I)I.C1OCCOCCOCCOCCOCCOC1.C1(C)C=CC=CC=1.CN1CCCN(C)C1=O>[C:2]1([N:23]2[C:24]3[CH:12]=[CH:13][CH:14]=[CH:15][C:16]=3[C:17]3[C:22]2=[CH:21][CH:20]=[CH:19][CH:18]=3)[C:11]2[C:6](=[CH:7][CH:8]=[CH:9][CH:10]=2)[CH:5]=[CH:4][CH:3]=1 |f:2.3.4|. Procedure details: 21 g (0.1 mol) of 1-bromonaphthalene, 17 g (0.1 mol) of carbazole, 950 mg (5 mmol) of copper iodide (I), 33 g (240 mmol) of potassium carbonate, and 660 mg (2.5 mmol) of 18-crown-6-ether were put into a 500 mL three-neck flask, and nitrogen substitution was carried out in the flask. To this mixture was added 80 mL of 1,3-dimethyl-3,4,5,6-tetrahydro-2(1H)-pyrimidinone (abbreviation: DMPU), which was followed by stirring for 6 hours at 170° C. under nitrogen. To this reaction mixture was further a... The reactants are C(C)(C)N1N=C(N=C1Cl)O (1-isopropyl-3-hydroxy-5-chloro-1,2,4-triazole), [Na] (sodium), CO (methanol). Run at temperature -70 celsius. Product: C(C)(C)N1N=C(N=C1OC)O (1-Isopropyl-3-hydroxy-5-methoxy-1,2,4-triazole). As a reaction SMILES: [CH:1]([N:4]1[C:8](Cl)=[N:7][C:6]([OH:10])=[N:5]1)([CH3:3])[CH3:2].[Na].[CH3:12][OH:13]>>[CH:1]([N:4]1[C:8]([O:13][CH3:12])=[N:7][C:6]([OH:10])=[N:5]1)([CH3:3])[CH3:2] |^1:10|. Reported procedure: An amount of 166 g of 1-isopropyl-3-hydroxy-5-chloro-1,2,4-triazole is added to a solution of 115 g of sodium in 1000 ml of methanol; the mixture is then refluxed for 15 hours. After separation of filtration of the precipitated sodium chloride, and concentration of the filtrate in vacuo, the residue is taken up in dilute acetic acid and extracted twice with ether. The ether is evaporated off, and the partially crystalline residue dissolved in a little methanol. On cooling of the solution to -70°...